The task is: describe an organic reaction: reactants, conditions, products, and yield. This data is from the Open Reaction Database (ORD), a public repository of structured organic reaction records. Reactants: NC=1C=C(COCCOC2=CC=C(C=C2)CCN2C(O[C@@H](C2)C2=CC3=C(OC(OC3)(C)C)C=C2)=O)C=CC1 ((5R)-3-[2-(4-{2-[(3-Aminobenzyl)oxy]ethoxy}phenyl)ethyl]-5-(2,2-dimethyl-4H-1,3-benzodioxin-6-yl)-1,3-oxazolidin-2-one), CS(=O)(=O)Cl (methanesulfonyl chloride). Solvent: N1=CC=CC=C1 (pyridine). Product: CC1(OCC2=C(O1)C=CC(=C2)[C@@H]2CN(C(O2)=O)CCC2=CC=C(OCCOCC=1C=C(C=CC1)NS(=O)(=O)C)C=C2)C (N-(3-{[2-(4-{2-[(5R)-5-(2,2-Dimethyl-4H-1,3-benzodioxin-6-yl)-2-oxo-1,3-oxazolidin-3-yl]ethyl}phenoxy)ethoxy]methyl}phenyl)methanesulfonamide). RXN SMILES: [NH2:1][C:2]1[CH:3]=[C:4]([CH:36]=[CH:37][CH:38]=1)[CH2:5][O:6][CH2:7][CH2:8][O:9][C:10]1[CH:15]=[CH:14][C:13]([CH2:16][CH2:17][N:18]2[CH2:22][C@@H:21]([C:23]3[CH:34]=[CH:33][C:26]4[O:27][C:28]([CH3:32])([CH3:31])[O:29][CH2:30][C:25]=4[CH:24]=3)[O:20][C:19]2=[O:35])=[CH:12][CH:11]=1.[CH3:39][S:40](Cl)(=[O:42])=[O:41]>N1C=CC=CC=1>[CH3:31][C:28]1([CH3:32])[O:27][C:26]2[CH:33]=[CH:34][C:23]([C@H:21]3[O:20][C:19](=[O:35])[N:18]([CH2:17][CH2:16][C:13]4[CH:12]=[CH:11][C:10]([O:9][CH2:8][CH2:7][O:6][CH2:5][C:4]5[CH:3]=[C:2]([NH:1][S:40]([CH3:39])(=[O:42])=[O:41])[CH:38]=[CH:37][CH:36]=5)=[CH:15][CH:14]=4)[CH2:22]3)=[CH:24][C:25]=2[CH2:30][O:29]1. Procedure: A solution of (5R)-3-[2-(4-[2-[(3-aminobenzyl)oxy]ethoxy}phenyl)ethyl]-5-(2,2-dimethyl-4H-1,3-benzodioxin-6-yl)-1,3-oxazolidin-2-one (Example 1 xii)) (117 mg) in pyridine (10 mL) was stirred with methanesulfonyl chloride (39 mg) at 20° C. for 90 min. The reaction mixture was partitioned between aqueous NaHCO3 and DCM. The organic solution was dried (Na2SO4), and the solvent was removed in vacuo to yield the title compound (138 mg). LCMS RT=3.30 min The reactants are [BH4-].[Na+] (sodium borohydride), C(C)(C)(C)C1=CC=C(C=O)C=C1 (4-t-butyl-benzaldehyde), C(OC)(OC)OC (trimethyl orthoformate), N1C(=NC=C1)CN(CC=1NC=CN1)CC1=CC=C(C(=O)NCCCCN)C=C1 (4-{[bis(1H-imidazol-2-ylmethyl)-amino]-methyl}-N-(4-aminobutyl)-benzamide). Solvent: CO (methanol). Reaction conditions: time 30 minute. Product: N1C(=NC=C1)CN(CC=1NC=CN1)CC1=CC=C(C(=O)NCCCCNCC2=CC=C(C=C2)C(C)(C)C)C=C1 (4-{[bis(1H-imidazol-2-ylmethyl)-amino]-methyl}-N-[4-(4-t-butyl-benzylamino)-butyl]-benzamide). Reaction SMILES: [NH:1]1[CH:5]=[CH:4][N:3]=[C:2]1[CH2:6][N:7]([CH2:14][C:15]1[CH:28]=[CH:27][C:18]([C:19]([NH:21][CH2:22][CH2:23][CH2:24][CH2:25][NH2:26])=[O:20])=[CH:17][CH:16]=1)[CH2:8][C:9]1[NH:10][CH:11]=[CH:12][N:13]=1.[C:29]([C:33]1[CH:40]=[CH:39][C:36]([CH:37]=O)=[CH:35][CH:34]=1)([CH3:32])([CH3:31])[CH3:30].C(OC)(OC)OC.[BH4-].[Na+]>CO>[NH:1]1[CH:5]=[CH:4][N:3]=[C:2]1[CH2:6][N:7]([CH2:14][C:15]1[CH:28]=[CH:27][C:18]([C:19]([NH:21][CH2:22][CH2:23][CH2:24][CH2:25][NH:26][CH2:37][C:36]2[CH:39]=[CH:40][C:33]([C:29]([CH3:32])([CH3:31])[CH3:30])=[CH:34][CH:35]=2)=[O:20])=[CH:17][CH:16]=1)[CH2:8][C:9]1[NH:13][CH:12]=[CH:11][N:10]=1 |f:3.4|. Reported procedure: The compound (50.6 mg) obtained in Example 3-2 was dissolved in anhydrous methanol (2.0 ml) and added with 4-t-butyl-benzaldehyde (manufactured by Tokyo Kasei Kogyo Co., Ltd.) (0.0330 ml) and trimethyl orthoformate (0.0430 ml), followed by stirring at room temperature for 30 minutes. Then, the solution was added with sodium borohydride (14.8 mg), followed by stirring at room temperature for 15 minutes. After completion of the reaction, the solvent was distilled off. The residue was dissolved in ... The reactants are [H-].[Na+] (sodium hydride), ClC=1C=C(C=CC1OC1=CC(=CC=C1)C(F)(F)F)CO ((3-chloro-4-(3-(trifluoromethyl)phenoxy)phenyl)methanol), ClC=1C=C2N(C(N1)=O)CCN2C(=O)OC(C)(C)C (tert-butyl 7-chloro-5-oxo-2,3-dihydroimidazo[1,2-c]pyrimidine-1(5H)-carboxylate). Reaction SMILES: [H-].[Na+].[Cl:3][C:4]1[CH:5]=[C:6]([CH2:21][OH:22])[CH:7]=[CH:8][C:9]=1[O:10][C:11]1[CH:16]=[CH:15][CH:14]=[C:13]([C:17]([F:20])([F:19])[F:18])[CH:12]=1.Cl[C:24]1[CH:25]=[C:26]2[N:33](C(OC(C)(C)C)=O)[CH2:32][CH2:31][N:27]2[C:28](=[O:30])[N:29]=1>C1COCC1>[Cl:3][C:4]1[CH:5]=[C:6]([CH:7]=[CH:8][C:9]=1[O:10][C:11]1[CH:16]=[CH:15][CH:14]=[C:13]([C:17]([F:19])([F:20])[F:18])[CH:12]=1)[CH2:21][O:22][C:24]1[CH:25]=[C:26]2[NH:33][CH2:32][CH2:31][N:27]2[C:28](=[O:30])[N:29]=1 |f:0.1|. Yields the product ClC=1C=C(COC=2C=C3N(C(N2)=O)CCN3)C=CC1OC1=CC(=CC=C1)C(F)(F)F (7-((3-chloro-4-(3-(trifluoromethyl)phenoxy)benzyl)oxy)-2,3-dihydroimidazo[1,2-c]pyrimidin-5(1H)-one). Procedure details: Prepared in a manner similar to that described for E65 using sodium hydride (13.87 mg, 0.347 mmol), (3-chloro-4-(3-(trifluoromethyl)phenoxy)phenyl)methanol in THF (8 mL) and tert-butyl 7-chloro-5-oxo-2,3-dihydroimidazo[1,2-c]pyrimidine-1(5H)-carboxylate (62.8 mg, 0.231 mmol). The solvent is C1CCOC1 (THF).